This data is from the Open Reaction Database (ORD), a public repository of structured organic reaction records. The task is: describe an organic reaction: reactants, conditions, products, and yield Reactants: C([C@@H](O)[C@@H](O)[C@H](O)[C@H](O)CO)O (D-mannitol), C(C1=CC=CC=C1)=O (benzaldehyde), C(C1=CC=CC=C1)=O (benzaldehyde), C([O-])([O-])=O.[K+].[K+] (potassium carbonate), ice water, S(O)(O)(=O)=O (sulfuric acid). Solvent: CN(C=O)C (dimethylformamide), CCCCCC (hexane), CCCCCC (hexane). Reaction conditions: time 72 hour. Product: C1[C@H]([C@@H](OC(O1)C2=CC=CC=C2)[C@H]3[C@@H](COC(O3)C4=CC=CC=C4)O)O (1,3:4,6-Di-O-benzyliden-D-mannitol). Yield: 102.6%. Reaction SMILES: [CH2:1](O)[C@H:2]([C@H:4]([C@@H:6]([C@@H:8]([CH2:10][OH:11])[OH:9])O)O)[OH:3].[CH:13](=[O:20])[C:14]1[CH:19]=[CH:18][CH:17]=[CH:16][CH:15]=1.S(=O)(=O)(O)O.[C:26](=[O:29])([O-])[O-:27].[K+].[K+]>CN(C)C=O.CCCCCC>[CH2:10]1[O:11][CH:13]([C:14]2[CH:19]=[CH:18][CH:17]=[CH:16][CH:15]=2)[O:20][C@@H:6]([C@@H:4]2[O:29][CH:26]([C:14]3[CH:19]=[CH:18][CH:17]=[CH:16][CH:15]=3)[O:27][CH2:1][C@H:2]2[OH:3])[C@@H:8]1[OH:9] |f:3.4.5|. Procedure: DBM was obtained according to the method described in J. Chem. Soc., I, 1977, 1123 or by the following procedure. A mixture of 12.5 g of D-mannitol, 12.5 g of benzaldehyde in 40 mL of dimethylformamide was treated with 5 mL of sulfuric acid added in one portion. The resulting mixture was allowed to stand at room temperature for 72 h and then poured into a mixture of 5 g of potassium carbonate, 0.5 L of ice water covered with a layer of hexane. The hexane layer containing unreacted benzaldehyde w... Reactants: OC1(c2nc(-c3ccccc3)c(-c3ccccc3)o2)CCCCC1Br, O=C([O-])[O-], CN(C)C=O, [K+], [K+]. Product: c1ccc(-c2nc(C34CCCCC3O4)oc2-c2ccccc2)cc1. Reaction SMILES: [Br:1][CH:2]1[C:3]([OH:8])([c:9]2[o:10][c:11](-[c:20]3[cH:21][cH:22][cH:23][cH:24][cH:25]3)[c:12](-[c:14]3[cH:15][cH:16][cH:17][cH:18][cH:19]3)[n:13]2)[CH2:4][CH2:5][CH2:6][CH2:7]1.[C:26](=[O:27])([O-:28])[O-:29].[CH3:32][N:33]([CH3:34])[CH:35]=[O:36].[K+:30].[K+:31]>>[CH:2]12[C:3]([c:9]3[o:10][c:11](-[c:20]4[cH:21][cH:22][cH:23][cH:24][cH:25]4)[c:12](-[c:14]4[cH:15][cH:16][cH:17][cH:18][cH:19]4)[n:13]3)([CH2:4][CH2:5][CH2:6][CH2:7]1)[O:8]2. The reactants are Cl (hydrochloric acid), CC1(C(C(C(C=2C1C1C(=C3C=4C=CC=CC4CC23)C=CCC1)(C)C)(C)C)(C)C)C (octamethyloctahydrodibenzofluorene), FC(C1=CC=C(C=C1)C1=CC=C(C=C1)C(=C1C=CC=C1)C1=CC=C(C=C1)C1=CC=C(C=C1)C(F)(F)F)(F)F (6,6-bis(4-(p-trifluoromethylphenyl)-phenyl)fulvene), C(CCC)[Li] (n-butyllithium). The solvent is COC(C)(C)C (tert-butyl methyl ether), CCCCCC (hexane). Reaction conditions: temperature 0 celsius. Product: FC(C1=CC=C(C=C1)C1=CC=C(C=C1)C(C1(C(C(C(C2(C3C(=C4C=5C=CC=CC5CC4=C21)C=CCC3)C)(C)C)(C)C)(C)C)C)(C3C=CC=C3)C3=CC=C(C=C3)C3=CC=C(C=C3)C(F)(F)F)(F)F (bis(4-[p-trifluoromethylphenyl]-phenyl)cyclopentadienyl(octamethyloctahydrodibenzofluorenyl)methane). RXN SMILES: [CH3:1][C:2]1([CH3:29])[CH:7]2[CH:8]3[CH2:22][CH2:21][CH:20]=[CH:19][C:9]3=[C:10]3[C:18]([CH2:17][C:16]4[CH:15]=[CH:14][CH:13]=[CH:12][C:11]3=4)=[C:6]2[C:5](C)([CH3:23])[C:4]([CH3:26])([CH3:25])[C:3]1([CH3:28])[CH3:27].[CH2:30]([Li])CCC.[F:35][C:36]([F:72])([F:71])[C:37]1[CH:42]=[CH:41][C:40]([C:43]2[CH:48]=[CH:47][C:46]([C:49]([C:55]3[CH:60]=[CH:59][C:58]([C:61]4[CH:66]=[CH:65][C:64]([C:67]([F:70])([F:69])[F:68])=[CH:63][CH:62]=4)=[CH:57][CH:56]=3)=[C:50]3[CH:54]=[CH:53][CH:52]=[CH:51]3)=[CH:45][CH:44]=2)=[CH:39][CH:38]=1.Cl>CCCCCC.COC(C)(C)C>[F:35][C:36]([F:71])([F:72])[C:37]1[CH:42]=[CH:41][C:40]([C:43]2[CH:48]=[CH:47][C:46]([C:49]([C:55]3[CH:60]=[CH:59][C:58]([C:61]4[CH:62]=[CH:63][C:64]([C:67]([F:70])([F:68])[F:69])=[CH:65][CH:66]=4)=[CH:57][CH:56]=3)([CH:50]3[CH:51]=[CH:52][CH:53]=[CH:54]3)[C:7]3([CH3:30])[C:6]4[C:5]([CH3:23])([CH:12]5[CH2:13][CH2:14][CH:15]=[CH:16][C:11]5=[C:10]5[C:18]=4[CH2:17][C:19]4[CH:20]=[CH:21][CH:22]=[CH:8][C:9]5=4)[C:4]([CH3:26])([CH3:25])[C:3]([CH3:28])([CH3:27])[C:2]3([CH3:1])[CH3:29])=[CH:45][CH:44]=2)=[CH:39][CH:38]=1. Procedure details: Under a nitrogen atmosphere, 0.81 g (2.20 mmol) of octamethyloctahydrodibenzofluorene and 100 ml of dehydrated tert-butyl methyl ether were added, and the mixture was stirred. This solution was cooled to 0° C., and 1.59 ml (2.42 mmol) of a 1.52 mol/l hexane solution of n-butyllithium was added. Subsequently, the mixture was stirred at room temperature for 24 hours. The resulting solution was cooled to −78° C., and 1.04 g (2 mmol) of 6,6-bis(4-(p-trifluoromethylphenyl)-phenyl)fulvene was added. T... Reactants: OC(CC(=O)OC)CCC=C(CCC=C(CCC=C(C)C)C)C (methyl 3-hydroxy-7,11,15-trimethylhexadeca-6,10,14-trienoate), [OH-].[Na+] (sodium hydroxide). Solvent: C(C)O (ethanol). Product: OC(CC(=O)O)CCC=C(CCC=C(CCC=C(C)C)C)C (3-Hydroxy-7,11,15-trimethylhexadeca-6,10,14-trienoic acid). Reaction SMILES: [OH:1][CH:2]([CH2:8][CH2:9][CH:10]=[C:11]([CH3:23])[CH2:12][CH2:13][CH:14]=[C:15]([CH3:22])[CH2:16][CH2:17][CH:18]=[C:19]([CH3:21])[CH3:20])[CH2:3][C:4]([O:6]C)=[O:5].[OH-].[Na+]>C(O)C>[OH:1][CH:2]([CH2:8][CH2:9][CH:10]=[C:11]([CH3:23])[CH2:12][CH2:13][CH:14]=[C:15]([CH3:22])[CH2:16][CH2:17][CH:18]=[C:19]([CH3:21])[CH3:20])[CH2:3][C:4]([OH:6])=[O:5] |f:1.2|. Procedure details: A solution of methyl 3-hydroxy-7,11,15-trimethylhexadeca-6,10,14-trienoate (139 mg, 430 μmol), ethanol (1 mL) and sodium hydroxide (1N, 440 μL, 440 μmol) was stirred at room temperature for two hours. The crude mixture was purified by flash chromatography on a 20 mm ID silica gel column. Elution of the column with choloform:acetic acid (40:1/v=v) gave title compound as a colorless gum. The reactants are CCN=C=NCCCN(C)C, CN(C)c1ccncc1, CCCc1c(Cl)ncnc1CNCCC(C)C, ClCCl, O=C(O)c1cccc(F)n1. Yields the product CCCc1c(Cl)ncnc1CN(CCC(C)C)C(=O)c1cccc(F)n1. As a reaction SMILES: [CH3:28][CH2:29][N:30]=[C:31]=[N:32][CH2:33][CH2:34][CH2:35][N:36]([CH3:37])[CH3:38].[CH3:42][N:43]([c:44]1[cH:45][cH:46][n:47][cH:48][cH:49]1)[CH3:50].[Cl:1][c:2]1[c:3]([CH2:15][CH2:16][CH3:17])[c:4]([CH2:8][NH:9][CH2:10][CH2:11][CH:12]([CH3:13])[CH3:14])[n:5][cH:6][n:7]1.[Cl:39][CH2:40][Cl:41].[F:18][c:19]1[cH:20][cH:21][cH:22][c:23]([C:25](=[O:26])[OH:27])[n:24]1>>[Cl:1][c:2]1[c:3]([CH2:15][CH2:16][CH3:17])[c:4]([CH2:8][N:9]([CH2:10][CH2:11][CH:12]([CH3:13])[CH3:14])[C:25]([c:23]2[cH:22][cH:21][cH:20][c:19]([F:18])[n:24]2)=[O:26])[n:5][cH:6][n:7]1. Starting materials: COC(=O)C1CN(C(=O)OC(C)(C)C)CCC1N1CCC(NC(=O)OCc2ccccc2)C1=O, ClCCl, CCOC(C)=O, O=C(O)C(F)(F)F. Yields the product COC(=O)C1CNCCC1N1CCC(NC(=O)OCc2ccccc2)C1=O. Reaction SMILES: [CH2:1]([c:2]1[cH:3][cH:4][cH:5][cH:6][cH:7]1)[O:8][C:9](=[O:10])[NH:11][CH:12]1[C:13](=[O:34])[N:14]([CH:17]2[CH:18]([C:30](=[O:31])[O:32][CH3:33])[CH2:19][N:20]([C:23]([O:24][C:25]([CH3:26])([CH3:27])[CH3:28])=[O:29])[CH2:21][CH2:22]2)[CH2:15][CH2:16]1.[CH2:42]([Cl:43])[Cl:44].[CH3:45][CH2:46][O:47][C:48](=[O:49])[CH3:50].[F:35][C:36]([F:37])([F:38])[C:39]([OH:40])=[O:41]>>[CH2:1]([c:2]1[cH:3][cH:4][cH:5][cH:6][cH:7]1)[O:8][C:9](=[O:10])[NH:11][CH:12]1[C:13](=[O:34])[N:14]([CH:17]2[CH:18]([C:30](=[O:31])[O:32][CH3:33])[CH2:19][NH:20][CH2:21][CH2:22]2)[CH2:15][CH2:16]1.